This data is from the Open Reaction Database (ORD), a public repository of structured organic reaction records. The task is: describe an organic reaction: reactants, conditions, products, and yield Reactants: C12C(C3CC(CC(C1)C3)C2)=NO (2-adamantanone oxime), C1(CCCCC1)N=C=O (cyclohexyl isocyanate). Solvent: ClCCl (dichloromethane), ClCCl (dichloromethane). Reaction conditions: temperature 10 celsius, time 3.5 hour. Product: C1(CCCCC1)NC(=O)ON=C1C2CC3CC(CC1C3)C2 (tricyclo[3.3.1.13,7 ]decane-2-one O-[(cyclohexyl)aminocarbonyl]oxime). RXN SMILES: [CH:1]12[CH2:10][CH:5]3[CH2:6][CH:7]([CH2:9][CH:3]([CH2:4]3)[C:2]1=[N:11][OH:12])[CH2:8]2.[CH:13]1([N:19]=[C:20]=[O:21])[CH2:18][CH2:17][CH2:16][CH2:15][CH2:14]1>ClCCl>[CH:13]1([NH:19][C:20]([O:12][N:11]=[C:2]2[CH:1]3[CH2:10][CH:5]4[CH2:6][CH:7]([CH2:9][CH:3]2[CH2:4]4)[CH2:8]3)=[O:21])[CH2:18][CH2:17][CH2:16][CH2:15][CH2:14]1. Reported procedure: To a cooled solution (ice-water at 10° C.) of 2-adamantanone oxime (5.0 g, 0.03 mol) in 300 ml dichloromethane was added dropwise cyclohexyl isocyanate (3.77 g, 0.03 mol) in dichloromethane (25 ml). The resulting solution was stirred at 10° C. for 3-4 h, then the solvent was evaporated under reduced pressure to yield the title compound, tricyclo[3.3.1.13,7 ]decane-2-one O-[(cyclohexyl)aminocarbonyl]oxime. After repeated crystallization from ether-hexane, 6.2 g of the title compound were obtained...